From a dataset of the Open Reaction Database (ORD), a public repository of structured organic reaction records. describe an organic reaction: reactants, conditions, products, and yield Starting materials: C([O-])([O-])=O.[Na+].[Na+] (sodium carbonate), C1(=CC=CC=C1)P(C1=CC=CC=C1)C1=CC=CC=C1 (triphenylphosphine), S1C=C(C=C1)B(O)O (Thiophene-3-boronic acid), BrC1=CC=C(C=C1)NC(C)=O (N-(4-bromo-phenyl)-acetamide). Solvent: O (water), C1(=CC=CC=C1)C (toluene), C(C)(=O)OCC (ethyl acetate). Yields the product S1C=C(C=C1)C1=CC=C(C=C1)NC(C)=O (N-(4-thiophen-3-yl-phenyl)-acetamide). Yield: 52.9%. RXN SMILES: C(=O)([O-])[O-].[Na+].[Na+].[S:7]1[CH:11]=[CH:10][C:9](B(O)O)=[CH:8]1.Br[C:16]1[CH:21]=[CH:20][C:19]([NH:22][C:23](=[O:25])[CH3:24])=[CH:18][CH:17]=1.C1(P(C2C=CC=CC=2)C2C=CC=CC=2)C=CC=CC=1>C(OCC)(=O)C.O.C1(C)C=CC=CC=1>[S:7]1[CH:11]=[CH:10][C:9]([C:16]2[CH:21]=[CH:20][C:19]([NH:22][C:23](=[O:25])[CH3:24])=[CH:18][CH:17]=2)=[CH:8]1 |f:0.1.2|. Reported procedure: A mixture of toluene (7.5 mL) and water (3 mL) was degassed with argon for 10 min, to which sodium carbonate (297 mg, 2.8 mmol) was added and the mixture was further degassed with argon for 5 min. Thiophene-3-boronic acid (215 mg, 1.68 mmol) and N-(4-bromo-phenyl)-acetamide (300 mg, 2.27 mmol) were added and the mixture was degassed with argon for another 10 min. To the above resulting mixture was added tetrakispalladium triphenylphosphine (161 mg, 0.14 mmol) and the mixture was degassed with ar... Reactants: ClC1=C(C=C(C(=C1)F)[N+](=O)[O-])C(F)F (1-chloro-2-(difluoromethyl)-5-fluoro-4-nitrobenzene), C(C)(C)N(C(C)C)CC (N,N-diisopropylethylamine), Cl.Cl.O1CCC(CC1)N1CCC(CC1)N (1-(Tetrahydro-2H-pyran-4-yl)-4-piperidinamine dihydrochloride). Solvent: CN(C=O)C (dimethylformamide). Conditions: temperature 70 celsius. Product: ClC=1C(=CC(=C(C1)NC1CCN(CC1)C1CCOCC1)[N+](=O)[O-])C(F)F (N-[5-Chloro-4-(difluoromethyl)-2-nitrophenyl]-1-(tetrahydro-2H-pyran-4-yl)-4-piperidinamine). Isolated yield 95.1%. Reaction SMILES: [Cl:1][C:2]1[CH:7]=[C:6](F)[C:5]([N+:9]([O-:11])=[O:10])=[CH:4][C:3]=1[CH:12]([F:14])[F:13].C(N(CC)C(C)C)(C)C.Cl.Cl.[O:26]1[CH2:31][CH2:30][CH:29]([N:32]2[CH2:37][CH2:36][CH:35]([NH2:38])[CH2:34][CH2:33]2)[CH2:28][CH2:27]1>CN(C)C=O>[Cl:1][C:2]1[C:3]([CH:12]([F:14])[F:13])=[CH:4][C:5]([N+:9]([O-:11])=[O:10])=[C:6]([NH:38][CH:35]2[CH2:34][CH2:33][N:32]([CH:29]3[CH2:30][CH2:31][O:26][CH2:27][CH2:28]3)[CH2:37][CH2:36]2)[CH:7]=1 |f:2.3.4|. Procedure: A stirred solution of 1-chloro-2-(difluoromethyl)-5-fluoro-4-nitrobenzene (D96, 200 mg, 0.89 mmol) in dimethylformamide (4 ml) at room temperature under argon was treated with N,N-diisopropylethylamine (0.47 ml, 2.7 mmol), followed by 1-(tetrahydro-2H-pyran-4-yl)-4-piperidinamine dihydrochloride (D40, 240 mg, 0.94 mmol) and then heated at 70° C. for 1.5 hrs. The reaction mixture was concentrated under vacuum and the residue treated with 10% Na2CO3 solution and extracted with ethyl acetate. The e... The reactants are OC1=CC=C(C=C1)S(=O)(=O)N(CC1=CC=C(C=C1)OC1OCCCC1)C1=CC=C(C=C1)OCCN1CCCC1 (4-hydroxy-N-[4-(2-pyrrolidin-1-yl-ethoxy)-phenyl]-N-[4-(tetrahydro-pyran-2-yloxy)-benzyl]-benzenesulfonamide), Cl (HCl), O (water). Run in CO (methanol). Reaction conditions: time 2 hour. Product: OC1=CC=C(C=C1)S(=O)(=O)N(C1=CC=C(C=C1)OCCN1CCCC1)CC1=CC=C(C=C1)O (4-Hydroxy-N-(4-hydroxy-benzyl)-N-[4-(2-pyrrolidin-1-yl-ethoxy)-phenyl]-benzenesulfonamide). RXN SMILES: [OH:1][C:2]1[CH:7]=[CH:6][C:5]([S:8]([N:11]([C:26]2[CH:31]=[CH:30][C:29]([O:32][CH2:33][CH2:34][N:35]3[CH2:39][CH2:38][CH2:37][CH2:36]3)=[CH:28][CH:27]=2)[CH2:12][C:13]2[CH:18]=[CH:17][C:16]([O:19]C3CCCCO3)=[CH:15][CH:14]=2)(=[O:10])=[O:9])=[CH:4][CH:3]=1.Cl.O>CO>[OH:1][C:2]1[CH:3]=[CH:4][C:5]([S:8]([N:11]([CH2:12][C:13]2[CH:14]=[CH:15][C:16]([OH:19])=[CH:17][CH:18]=2)[C:26]2[CH:27]=[CH:28][C:29]([O:32][CH2:33][CH2:34][N:35]3[CH2:36][CH2:37][CH2:38][CH2:39]3)=[CH:30][CH:31]=2)(=[O:9])=[O:10])=[CH:6][CH:7]=1. Procedure details: To a solution of 4-hydroxy-N-[4-(2-pyrrolidin-1-yl-ethoxy)-phenyl]-N-[4-(tetrahydro-pyran-2-yloxy)-benzyl]-benzenesulfonamide in methanol (20 mL) was added 1N HCl (5 mL). After stirring for 2 hr., water was added and the aqueous solution was washed with methylene chloride (3×). The combined organic solutions were washed with saturated aqueous sodium bicarbonate, dried (magnesium sulfate), filtered, and concentrated. The residue was purified via radial chromatography using a solvent gradient (met... The reactants are CCO, Cl, [Na+], C1CCOC1, [OH-], COC(=O)Cc1cn(C)nc1OCc1ccc(OCc2nc(-c3ccco3)oc2C)nc1. Yields the product Cc1oc(-c2ccco2)nc1COc1ccc(COc2nn(C)cc2CC(=O)O)cn1. Reaction SMILES: [CH3:41][CH2:42][OH:43].[ClH:40].[Na+:34].[O:35]1[CH2:36][CH2:37][CH2:38][CH2:39]1.[OH-:33].[o:1]1[c:2](-[c:6]2[o:7][c:8]([CH3:32])[c:9]([CH2:11][O:12][c:13]3[cH:14][cH:15][c:16]([CH2:19][O:20][c:21]4[n:22][n:23]([CH3:31])[cH:24][c:25]4[CH2:26][C:27](=[O:28])[O:29][CH3:30])[cH:17][n:18]3)[n:10]2)[cH:3][cH:4][cH:5]1>>[o:1]1[c:2](-[c:6]2[o:7][c:8]([CH3:32])[c:9]([CH2:11][O:12][c:13]3[cH:14][cH:15][c:16]([CH2:19][O:20][c:21]4[n:22][n:23]([CH3:31])[cH:24][c:25]4[CH2:26][C:27](=[O:28])[OH:29])[cH:17][n:18]3)[n:10]2)[cH:3][cH:4][cH:5]1. Starting materials: FC=1C=2N(C=CC1C=1C=C(C(=O)O)C=CC1C)N=C(C2C(NC)=O)C2=CC=C(C=C2)F (3-(4-fluoro-2-(4-fluorophenyl)-3-(methylcarbamoyl)pyrazolo[1,5-a]pyridin-5-yl)-4-methylbenzoic acid), Cl.Cl.N1=C(C=CC=C1)C1(CC1)N (1-(pyridin-2-yl)cyclopropanamine dihydrochloride). Yields the product C(C)(=O)[O-].[NH4+] (ammonium acetate), FC=1C=2N(C=CC1C1=C(C=CC(=C1)C(NC1(CC1)C1=NC=CC=C1)=O)C)N=C(C2C(=O)NC)C2=CC=C(C=C2)F (4-fluoro-2-(4-fluorophenyl)-N-methyl-5-(2-methyl-5-(1-(pyridin-2-yl)cyclopropylcarbamoyl)phenyl)pyrazolo[1,5-a]pyridine-3-carboxamide). As a reaction SMILES: [F:1][C:2]1[C:3]2[N:4]([N:18]=[C:19]([C:25]3[CH:30]=[CH:29][C:28]([F:31])=[CH:27][CH:26]=3)[C:20]=2[C:21](=[O:24])[NH:22][CH3:23])[CH:5]=[CH:6][C:7]=1[C:8]1[CH:9]=[C:10]([CH:14]=[CH:15][C:16]=1[CH3:17])[C:11]([OH:13])=[O:12].Cl.Cl.[N:34]1[CH:39]=[CH:38][CH:37]=[CH:36][C:35]=1[C:40]1([NH2:43])[CH2:42][CH2:41]1>>[C:11]([O-:13])(=[O:12])[CH3:10].[NH4+:4].[F:1][C:2]1[C:3]2[N:4]([N:18]=[C:19]([C:25]3[CH:26]=[CH:27][C:28]([F:31])=[CH:29][CH:30]=3)[C:20]=2[C:21]([NH:22][CH3:23])=[O:24])[CH:5]=[CH:6][C:7]=1[C:8]1[CH:9]=[C:10]([C:11](=[O:13])[NH:43][C:40]2([C:35]3[CH:36]=[CH:37][CH:38]=[CH:39][N:34]=3)[CH2:42][CH2:41]2)[CH:14]=[CH:15][C:16]=1[CH3:17] |f:1.2.3,4.5|. Reported procedure: 4-fluoro-2-(4-fluorophenyl)-N-methyl-5-(2-methyl-5-(1-(pyridin-2-yl)cyclopropylcarbamoyl)phenyl)pyrazolo[1,5-a]pyridine-3-carboxamide was prepared from 3-(4-fluoro-2-(4-fluorophenyl)-3-(methylcarbamoyl)pyrazolo[1,5-a]pyridin-5-yl)-4-methylbenzoic acid (0.065 g, 0.154 mmol) and 1-(pyridin-2-yl)cyclopropanamine dihydrochloride (0.032 g, 0.154 mmol). The resultant residue was purified using preparative HPLC (Waters—Xbridge, 50×100 mm, 5 micron, C18 column; 0.1M ammonium acetate, 10-100% B (B=5% H2O... Reactants: NCCN, N#CCNc1ccccc1Cl, Clc1ccccc1NCC1=NCCN1, Clc1ccccc1Cl, O, Cc1ccc(S(=O)(=O)O)cc1, Cc1ccc(S(=O)(=O)[O-])cc1. Yields the product Clc1ccccc1NCC1=NCCN1, Cc1ccc(S(=O)(=O)O)cc1. RXN SMILES: [CH2:23]([NH2:24])[CH2:25][NH2:26].[Cl:1][c:2]1[cH:3][cH:4][cH:5][cH:6][c:7]1[NH:8][CH2:9][C:10]#[N:11].[Cl:38][c:39]1[c:40]([NH:41][CH2:42][C:43]2=[N:47][CH2:46][CH2:45][NH:44]2)[cH:48][cH:49][cH:50][cH:51]1.[Cl:53][c:54]1[c:55]([Cl:56])[cH:57][cH:58][cH:59][cH:60]1.[OH2:52].[c:12]1([CH3:22])[cH:13][cH:14][c:15]([S:18](=[O:19])(=[O:20])[OH:21])[cH:16][cH:17]1.[c:27]1([CH3:28])[cH:29][cH:30][c:31]([S:32]([O-:33])(=[O:34])=[O:35])[cH:36][cH:37]1>>[Cl:38][c:39]1[c:40]([NH:41][CH2:42][C:43]2=[N:44][CH2:45][CH2:46][NH:47]2)[cH:48][cH:49][cH:50][cH:51]1.[c:12]1([CH3:22])[cH:13][cH:14][c:15]([S:18](=[O:19])(=[O:20])[OH:21])[cH:16][cH:17]1. Product: C(C)C(COC1=CC=C(C=C1)[N+](=O)[O-])CCCC (1-[(2-ethylhexyl)oxy]-4-nitrobenzene). Solvent: CN1C(CCC1)=O (1-methyl-pyrrolidin-2-one). Reactants: [N+](=O)([O-])C1=CC=C(C=C1)O (4-nitrophenol), C([O-])([O-])=O.[K+].[K+] (potassium carbonate), C(C)C(CI)CCCC (2-ethylhexyl iodide). Reaction SMILES: [N+:1]([C:4]1[CH:9]=[CH:8][C:7]([OH:10])=[CH:6][CH:5]=1)([O-:3])=[O:2].C(=O)([O-])[O-].[K+].[K+].[CH2:17]([CH:19]([CH2:22][CH2:23][CH2:24][CH3:25])[CH2:20]I)[CH3:18]>CN1CCCC1=O>[CH2:17]([CH:19]([CH2:22][CH2:23][CH2:24][CH3:25])[CH2:20][O:10][C:7]1[CH:8]=[CH:9][C:4]([N+:1]([O-:3])=[O:2])=[CH:5][CH:6]=1)[CH3:18] |f:1.2.3|. Procedure details: To a flask equipped with a magnetic stirrer, reflux condenser, and a nitrogen inlet was added 4-nitrophenol (27.14 grams, 0.195 moles), potassium carbonate (51.13 grams, 0.370 moles), 2-ethylhexyl iodide (45.63, 0.185 moles) in 1-methyl-pyrrolidin-2-one(180 ml). The contents of the flask were heated at 100° C. for 3 hours; cooled to room temperature; partitioned between ethyl acetate and water. The aqueous layer was extracted with ethyl acetate (3×100 ml). The ethyl acetate extract was washed wi... Run at temperature 100 celsius. The yield is 43.0%.